The task is: describe an organic reaction: reactants, conditions, products, and yield. This data is from the Open Reaction Database (ORD), a public repository of structured organic reaction records. Starting materials: ClC=1N=C(C2=C(N1)C=C(S2)CN2CCN(CC2)CC(=O)N(C)C)N2CCOCC2 (2-[4-(2-Chloro-4-morpholin-4-yl-thieno[3,2-d]pyrimidin-6-ylmethyl)-piperazin-1-yl]-N,N-dimethyl-acetamide), CC1(OB(OC1(C)C)C=1C=NC(=NC1)N)C (5-(4,4,5,5-tetramethyl-[1,3,2]dioxaborolan-2-yl)-pyrimidin-2-ylamine). Yields the product NC1=NC=C(C=N1)C=1N=C(C2=C(N1)C=C(S2)CN2CCN(CC2)CC(=O)N(C)C)N2CCOCC2 (2-(4-((2-(2-aminopyrimidin-5-yl)-4-morpholinothieno[3,2-d]pyrimidin-6-yl)methyl)piperazin-1-yl)-N,N-dimethylacetamide). RXN SMILES: Cl[C:2]1[N:3]=[C:4]([N:24]2[CH2:29][CH2:28][O:27][CH2:26][CH2:25]2)[C:5]2[S:10][C:9]([CH2:11][N:12]3[CH2:17][CH2:16][N:15]([CH2:18][C:19]([N:21]([CH3:23])[CH3:22])=[O:20])[CH2:14][CH2:13]3)=[CH:8][C:6]=2[N:7]=1.CC1(C)C(C)(C)OB([C:38]2[CH:39]=[N:40][C:41]([NH2:44])=[N:42][CH:43]=2)O1>>[NH2:44][C:41]1[N:42]=[CH:43][C:38]([C:2]2[N:3]=[C:4]([N:24]3[CH2:29][CH2:28][O:27][CH2:26][CH2:25]3)[C:5]3[S:10][C:9]([CH2:11][N:12]4[CH2:17][CH2:16][N:15]([CH2:18][C:19]([N:21]([CH3:23])[CH3:22])=[O:20])[CH2:14][CH2:13]4)=[CH:8][C:6]=3[N:7]=2)=[CH:39][N:40]=1. Reported procedure: 2-[4-(2-Chloro-4-morpholin-4-yl-thieno[3,2-d]pyrimidin-6-ylmethyl)-piperazin-1-yl]-N,N-dimethyl-acetamide (Example 80) was reacted with 5-(4,4,5,5-tetramethyl-[1,3,2]dioxaborolan-2-yl)-pyrimidin-2-ylamine via General Procedure A. Purification on silica yielded 172. (400 MHz CDCl3): 2.61 (8H, s, CH2), 2.94 (3H, s, CH3), 3.07 (3H, s, CH3), 3.19 (2H, s, CH2), 3.82 (2H, s, CH2), 3.87 (4H, m, CH2), 4.01 (4H, m, CH2), 5.19 (2H, s, NH), 7.26 (1H, s, ar), 9.28 (2H, s, ar). MH+ 498.37 Starting materials: N([C@@H](CC1=CC=C(C=C1)O)C(=O)N[C@H](CCSC)C(=O)NCC(=O)OC)C(=O)OC(C)(C)C (Boc-Tyr-D-Met-Gly-OMe), CO (methanol), [OH-].[Na+] (sodium hydroxide). Solvent: CO.C(Cl)(Cl)Cl (methanol chloroform). Reaction conditions: time 0.5 hour. Product: N([C@@H](CC1=CC=C(C=C1)O)C(=O)N[C@H](CCSC)C(=O)NCC(=O)O)C(=O)OC(C)(C)C (Boc-Tyr-D-Met-Gly). Reaction SMILES: [NH:1]([C:27]([O:29][C:30]([CH3:33])([CH3:32])[CH3:31])=[O:28])[C@H:2]([C:11]([NH:13][C@@H:14]([C:19]([NH:21][CH2:22][C:23]([O:25]C)=[O:24])=[O:20])[CH2:15][CH2:16][S:17][CH3:18])=[O:12])[CH2:3][C:4]1[CH:9]=[CH:8][C:7]([OH:10])=[CH:6][CH:5]=1.CO.[OH-].[Na+]>CO.C(Cl)(Cl)Cl>[NH:1]([C:27]([O:29][C:30]([CH3:33])([CH3:32])[CH3:31])=[O:28])[C@H:2]([C:11]([NH:13][C@@H:14]([C:19]([NH:21][CH2:22][C:23]([OH:25])=[O:24])=[O:20])[CH2:15][CH2:16][S:17][CH3:18])=[O:12])[CH2:3][C:4]1[CH:9]=[CH:8][C:7]([OH:10])=[CH:6][CH:5]=1 |f:2.3,4.5|. Reported procedure: The title compound of Example 3 (12.6 g., 26 mmoles) is dissolved in 78 ml. of methanol and 78 ml of 1 N sodium hydroxide is added dropwise with stirring to give a clear solution. After 1/2 hour, the tlc (5 percent methanol-chloroform) showed that saponification was complete. Starting materials: O=C([O-])[O-], CSc1nc(C(=O)NC(C)(C)c2ccccc2)c(C(=O)O)s1, CI, [K+], [K+], CN(C)C=O. The product is COC(=O)c1sc(SC)nc1C(=O)NC(C)(C)c1ccccc1. As a reaction SMILES: [C:1](=[O:2])([O-:3])[O-:4].[CH3:9][C:10]([CH3:11])([c:12]1[cH:13][cH:14][cH:15][cH:16][cH:17]1)[NH:18][C:19](=[O:20])[c:21]1[n:22][c:23]([S:29][CH3:30])[s:24][c:25]1[C:26](=[O:27])[OH:28].[I:7][CH3:8].[K+:5].[K+:6].[O:31]=[CH:32][N:33]([CH3:34])[CH3:35]>>[CH3:1][O:28][C:26]([c:25]1[c:21]([C:19]([NH:18][C:10]([CH3:9])([CH3:11])[c:12]2[cH:13][cH:14][cH:15][cH:16][cH:17]2)=[O:20])[n:22][c:23]([S:29][CH3:30])[s:24]1)=[O:27]. Reactants: C(OC1=CC=C(C=C1)[N+](=O)[O-])(=O)Cl (4-nitrophenyl carbonochloridate), BrC=1C=NN2C1N=C(C=C2)N2CCNCC2 (3-bromo-5-piperazin-1-yl-pyrazolo[1,5-a]pyrimidine), TEA. Solvent: CCOC(=O)C (EtOAc). Run at temperature 0 celsius, time 5 minute. Yields the product [N+](=O)([O-])C1=CC=C(C=C1)OC(=O)N1CCN(CC1)C1=NC=2N(C=C1)N=CC2Br (4-(3-Bromo-pyrazolo[1,5-a]pyrimidin-5-yl)-piperazine-1-carboxylic acid 4-nitrophenyl ester). Yield: 100.0%. Reaction SMILES: [Br:1][C:2]1[CH:3]=[N:4][N:5]2[CH:10]=[CH:9][C:8]([N:11]3[CH2:16][CH2:15][NH:14][CH2:13][CH2:12]3)=[N:7][C:6]=12.[C:17](Cl)(=[O:28])[O:18][C:19]1[CH:24]=[CH:23][C:22]([N+:25]([O-:27])=[O:26])=[CH:21][CH:20]=1>CCOC(C)=O>[N+:25]([C:22]1[CH:21]=[CH:20][C:19]([O:18][C:17]([N:14]2[CH2:15][CH2:16][N:11]([C:8]3[CH:9]=[CH:10][N:5]4[N:4]=[CH:3][C:2]([Br:1])=[C:6]4[N:7]=3)[CH2:12][CH2:13]2)=[O:28])=[CH:24][CH:23]=1)([O-:27])=[O:26]. Procedure: To 2.00 g (7.09 mmol) of 3-bromo-5-piperazin-1-yl-pyrazolo[1,5-a]pyrimidine dissolved in 40 mL of EtOAc at 0° C., was added 1.71 g (8.51 mmol) of 4-nitrophenyl carbonochloridate, followed by 1.97 mL (14.18 mmol) of TEA. After 5 minutes stirring at 0° C., the ice bath was removed, and stirring continued at RT for about 2 hr. It was diluted with 50 mL of 50% EtOAc/hex. The desired product was filtered out, and dried to obtain 3.17 g (100% yield) of an off-white solid.